Dataset: the Open Reaction Database (ORD), a public repository of structured organic reaction records. Task: describe an organic reaction: reactants, conditions, products, and yield Starting materials: NC1=C(C=CC=C1)CC(NC)C1=C(SC=C1)C (2-amino-N-methyl-α-(2-methyl-3-thienyl)benzeneethanamine), C(C)(=O)O (acetic acid), C(C)OC(CC)(OCC)OCC (triethylorthopropionate). The solvent is CCCCCC (hexane). Yields the product C(C)C1=NC2=C(CC(N1C)C1=C(SC=C1)C)C=CC=C2 (4,5-Dihydro-2-ethyl-3-methyl-4-(2-methyl-3-thienyl)-3H-1,3-benzodiazepine). Reaction SMILES: [NH2:1][C:2]1[CH:7]=[CH:6][CH:5]=[CH:4][C:3]=1[CH2:8][CH:9]([C:12]1[CH:16]=[CH:15][S:14][C:13]=1[CH3:17])[NH:10][CH3:11].[C:18](O)(=O)[CH3:19].[CH2:22](OC(OCC)(OCC)CC)C>CCCCCC>[CH2:18]([C:11]1[N:10]([CH3:22])[CH:9]([C:12]2[CH:16]=[CH:15][S:14][C:13]=2[CH3:17])[CH2:8][C:3]2[CH:4]=[CH:5][CH:6]=[CH:7][C:2]=2[N:1]=1)[CH3:19]. Procedure: A solution of 3.95 g of 2-amino-N-methyl-α-(2-methyl-3-thienyl)benzeneethanamine, 5 ml of glacial acetic acid and 17.0 g of triethylorthopropionate was refluxed for 8 hours (under a nitrogen atmosphere). The solution was concentrated in vacuo at 80° C. and the residual oil dissolved in diethyl ether (50 ml) and acidified with 10% hydrochloric acid solution. The aqueous phase was washed with diethyl ether (50 ml), basified, and extracted with dichloromethane (2×100 ml). The combined organic phase... Reactants: CC(=O)c1cc2c(I)cccc2s1, Cc1ccccc1, CCO, CCCOc1c(B(O)O)cc(C(C)C)cc1C(C)C, [Na+], [Na+], O=C([O-])[O-], O, c1ccc(P(c2ccccc2)(c2ccccc2)[Pd](P(c2ccccc2)(c2ccccc2)c2ccccc2)(P(c2ccccc2)(c2ccccc2)c2ccccc2)P(c2ccccc2)(c2ccccc2)c2ccccc2)cc1. Product: CCCOc1c(-c2cccc3sc(C(C)=O)cc23)cc(C(C)C)cc1C(C)C. Reaction SMILES: [C:20]([CH3:21])(=[O:22])[c:23]1[cH:24][c:25]2[c:26]([s:27]1)[cH:28][cH:29][cH:30][c:31]2[I:32].[CH3:40][c:41]1[cH:42][cH:43][cH:44][cH:45][cH:46]1.[CH3:47][CH2:48][OH:49].[CH:1]([CH3:2])([CH3:3])[c:4]1[c:5]([O:16][CH2:17][CH2:18][CH3:19])[c:6]([B:13]([OH:14])[OH:15])[cH:7][c:8]([CH:10]([CH3:11])[CH3:12])[cH:9]1.[Na+:33].[Na+:34].[O-:35][C:36](=[O:37])[O-:38].[OH2:39].[cH:50]1[cH:51][cH:52][c:53]([P:54]([Pd:55]([P:56]([c:57]2[cH:58][cH:59][cH:60][cH:61][cH:62]2)([c:63]2[cH:64][cH:65][cH:66][cH:67][cH:68]2)[c:69]2[cH:70][cH:71][cH:72][cH:73][cH:74]2)([P:75]([c:76]2[cH:77][cH:78][cH:79][cH:80][cH:81]2)([c:82]2[cH:83][cH:84][cH:85][cH:86][cH:87]2)[c:88]2[cH:89][cH:90][cH:91][cH:92][cH:93]2)[P:94]([c:95]2[cH:96][cH:97][cH:98][cH:99][cH:100]2)([c:101]2[cH:102][cH:103][cH:104][cH:105][cH:106]2)[c:107]2[cH:108][cH:109][cH:110][cH:111][cH:112]2)([c:113]2[cH:114][cH:115][cH:116][cH:117][cH:118]2)[c:119]2[cH:120][cH:121][cH:122][cH:123][cH:124]2)[cH:125][cH:126]1>>[CH:1]([CH3:2])([CH3:3])[c:4]1[c:5]([O:16][CH2:17][CH2:18][CH3:19])[c:6](-[c:31]2[c:25]3[cH:24][c:23]([C:20]([CH3:21])=[O:22])[s:27][c:26]3[cH:28][cH:29][cH:30]2)[cH:7][c:8]([CH:10]([CH3:11])[CH3:12])[cH:9]1. The reactants are P(=O)(Cl)(Cl)Cl (phosphorous oxychloride), ClC1=CC2=C(C=3C(CN=C2C2=C(C=CC=C2)Cl)=CNC3C)C=C1 (8-chloro-6-(2-chlorophenyl)-1-methyl-2H,4H-pyrrolo[3,4-d][2]benzazepine), C([O-])([O-])=O.[Na+].[Na+] (sodium carbonate). Solvent: CN(C=O)C (dimethylformamide). Run at time 1 hour. Yields the product ClC1=CC2=C(C=3C(CN=C2C2=C(C=CC=C2)Cl)=C(NC3C)C=O)C=C1 (8-Chloro-6-(2-chlorophenyl)-1-methyl-2H,4 H-pyrrolo[3,4-d][2]benzazepine-3-carboxaldehyde). As a reaction SMILES: P(Cl)(Cl)(Cl)=O.[Cl:6][C:7]1[CH:28]=[CH:27][C:10]2[C:11]3[C:12](=[CH:23][NH:24][C:25]=3[CH3:26])[CH2:13][N:14]=[C:15]([C:16]3[CH:21]=[CH:20][CH:19]=[CH:18][C:17]=3[Cl:22])[C:9]=2[CH:8]=1.[C:29](=O)([O-])[O-:30].[Na+].[Na+]>CN(C)C=O>[Cl:6][C:7]1[CH:28]=[CH:27][C:10]2[C:11]3[C:12](=[C:23]([CH:29]=[O:30])[NH:24][C:25]=3[CH3:26])[CH2:13][N:14]=[C:15]([C:16]3[CH:21]=[CH:20][CH:19]=[CH:18][C:17]=3[Cl:22])[C:9]=2[CH:8]=1 |f:2.3.4|. Procedure: By means of a syringe 0.6 ml (6.5 mmol) of phosphorous oxychloride was added to a solution of 0.7 g (2.0 mmol) of 8-chloro-6-(2-chlorophenyl)-1-methyl-2H,4H-pyrrolo[3,4-d][2]benzazepine in 8 ml of dimethylformamide which was cooled to 0°. The mixture was stirred at 0° for 1 hr, poured into 50 ml of saturated aqueous sodium carbonate and extracted with methylene chloride. The methylene chloride solution was washed with water, dried over anhydrous sodium sulfate and concentrated at reduced pressur... The reactants are CS(C)=O, Cl[Cu], O, O=[N+]([O-])c1ccccc1C=CN1CCOCC1. Yields the product O=Cc1ccccc1[N+](=O)[O-]. As a reaction SMILES: [CH3:19][S:20](=[O:21])[CH3:22].[Cu:23][Cl:24].[O:18].[O:1]1[CH2:2][CH2:3][N:4]([CH:5]=[CH:8][c:9]2[c:10]([N+:15](=[O:16])[O-:17])[cH:11][cH:12][cH:13][cH:14]2)[CH2:6][CH2:7]1>>[CH:8]([c:9]1[c:10]([N+:15](=[O:16])[O-:17])[cH:11][cH:12][cH:13][cH:14]1)=[O:21].